Dataset: the Open Reaction Database (ORD), a public repository of structured organic reaction records. Task: describe an organic reaction: reactants, conditions, products, and yield Reactants: C(C)(=O)N1C(SC2=C1C=CC=C2)C2=C(C=CC=C2)OCC2CO2 (3-acetyl-2-[2-(2,3-epoxypropoxy)phenyl]benzothiazoline), C(C)(C)(C)N (t-butylamine), Cl.C(C)(=O)OCC (HCl ethyl acetate). The solvent is C(C)O (ethanol). The product is Cl.C(C)(=O)N1C(SC2=C1C=CC=C2)C2=C(C=CC=C2)OCC(CNC(C)(C)C)O (3-Acetyl-2-[2-(3-t-butylamino-2-hydroxypropoxy)phenyl]benzothiazoline hydrochloride). Yield: 81.0%. As a reaction SMILES: [C:1]([N:4]1[C:8]2[CH:9]=[CH:10][CH:11]=[CH:12][C:7]=2[S:6][CH:5]1[C:13]1[CH:18]=[CH:17][CH:16]=[CH:15][C:14]=1[O:19][CH2:20][CH:21]1[O:23][CH2:22]1)(=[O:3])[CH3:2].[C:24]([NH2:28])([CH3:27])([CH3:26])[CH3:25].[ClH:29].C(OCC)(=O)C>C(O)C>[ClH:29].[C:1]([N:4]1[C:8]2[CH:9]=[CH:10][CH:11]=[CH:12][C:7]=2[S:6][CH:5]1[C:13]1[CH:18]=[CH:17][CH:16]=[CH:15][C:14]=1[O:19][CH2:20][CH:21]([OH:23])[CH2:22][NH:28][C:24]([CH3:27])([CH3:26])[CH3:25])(=[O:3])[CH3:2] |f:2.3,5.6|. Procedure details: 1.31 g of 3-acetyl-2-[2-(2,3-epoxypropoxy)phenyl]benzothiazoline and 4.21 ml of t-butylamine are dissolved in 10 ml of ethanol and the solution is refluxed for 1 hour. After cooling, 2 ml of 2N HCl/ethyl acetate is added to the reaction mixture and the solution is concentrated in vacuo. To the residue ether is added to produce crystals. Crystals are collected by filtration to give 1.3 g (81%) of the titled compound. Starting materials: COC=1C=CC2=C(C=C(S2)C(=O)OCC)C1 (ethyl 5-methoxy-1-benzothiophene-2-carboxylate), C(Cl)Cl.B(Br)(Br)Br (boron tribromide methylene chloride). Solvent: C(Cl)Cl (methylene chloride). Conditions: time 2 hour. Yields the product OC=1C=CC2=C(C=C(S2)C(=O)OCC)C1 (ethyl 5-hydroxy-1-benzothiophene-2-carboxylate). The yield is 91.9%. RXN SMILES: C[O:2][C:3]1[CH:4]=[CH:5][C:6]2[S:10][C:9]([C:11]([O:13][CH2:14][CH3:15])=[O:12])=[CH:8][C:7]=2[CH:16]=1.C(Cl)Cl.B(Br)(Br)Br>C(Cl)Cl>[OH:2][C:3]1[CH:4]=[CH:5][C:6]2[S:10][C:9]([C:11]([O:13][CH2:14][CH3:15])=[O:12])=[CH:8][C:7]=2[CH:16]=1 |f:1.2|. Procedure details: To a solution of ethyl 5-methoxy-1-benzothiophene-2-carboxylate (1.77 g, 7.49 mmol) in methylene chloride (15 mL) was added dropwise 1 M boron tribromide methylene chloride solution (22.5 mL, 22.5 mmol) at −20° C., and the mixture was stirred at the same temperature for 2 hr. The reaction mixture was poured into ice, and the mixture was extracted twice with ethyl acetate. The extract was washed with saturated brine, dried over anhydrous sodium sulfate, and the solution was passed through silica ...